Dataset: the Open Reaction Database (ORD), a public repository of structured organic reaction records. Task: describe an organic reaction: reactants, conditions, products, and yield The reactants are C1CC(=O)N(C1=O)Br (NBS), FC=1C=C(CNC(=O)C2=C(N(C3=CC(=CC=C23)OC(C)C)CC2=NC=CC=C2)C=O)C=CC1F (N-(3,4-difluorobenzyl)-2-formyl-6-isopropoxy-1-(pyridin-2-ylmethyl)-1H-indole-3-carboxamide), FC=1C=C(CNC(=O)C2=C(N(C3=CC(=CC=C23)OC(C)C)CC2=NC=CC=C2)C=O)C=CC1F (N-(3,4-difluorobenzyl)-2-formyl-6-isopropoxy-1-(pyridin-2-ylmethyl)-1H-indole-3-carboxamide), C(CN)N (1,2-ethylene-diamine). Solvent: C(Cl)Cl (CH2Cl2). Run at time 1 hour. Product: FC=1C=C(CNC(=O)C2=C(N(C3=CC(=CC=C23)OC(C)C)CC2=NC=CC=C2)C=2NCCN2)C=CC1F (N-(3,4-Difluorobenzyl)-2-(4,5-dihydro-1H-imidazol-2-yl)-6-isopropoxy-1-(pyridin-2-ylmethyl)-1H-indole-3-carboxamide). Reaction SMILES: [F:1][C:2]1[CH:3]=[C:4]([CH:31]=[CH:32][C:33]=1[F:34])[CH2:5][NH:6][C:7]([C:9]1[C:17]2[C:12](=[CH:13][C:14]([O:18][CH:19]([CH3:21])[CH3:20])=[CH:15][CH:16]=2)[N:11]([CH2:22][C:23]2[CH:28]=[CH:27][CH:26]=[CH:25][N:24]=2)[C:10]=1[CH:29]=O)=[O:8].[CH2:35]([NH2:38])[CH2:36][NH2:37].C1C(=O)N(Br)C(=O)C1>C(Cl)Cl>[F:1][C:2]1[CH:3]=[C:4]([CH:31]=[CH:32][C:33]=1[F:34])[CH2:5][NH:6][C:7]([C:9]1[C:17]2[C:12](=[CH:13][C:14]([O:18][CH:19]([CH3:20])[CH3:21])=[CH:15][CH:16]=2)[N:11]([CH2:22][C:23]2[CH:28]=[CH:27][CH:26]=[CH:25][N:24]=2)[C:10]=1[C:29]1[NH:37][CH2:36][CH2:35][N:38]=1)=[O:8]. Procedure: To a solution of N-(3,4-difluorobenzyl)-2-formyl-6-isopropoxy-1-(pyridin-2-ylmethyl)-1H-indole-3-carboxamide (Compound 105, 27 mg, 0.058 mmol) in CH2Cl2 (2 ml) was added 1,2-ethylene-diamine (5 μl, 0.070 mmol). The reaction was stirred at room temperature for 1 h and NBS (13 mg, 0.070 mmol) was added. The reaction was stirred for 16 h and the solvent was removed in vacuo. The residue was purified by chromatography on silica gel (9:1 EtOAc-Et3N, then 8:2:1 EtOAc-MeOH-Et3N) followed by PTLC eluted... Reactants: C(C1=CC=CC=C1)(C1=CC=CC=C1)(C1=CC=CC=C1)Cl (Trityl chloride), ice, OCCCCCC(=O)OC (Methyl 6-hydroxy-hexanoate). The solvent is N1=CC=CC=C1 (pyridine). Reaction conditions: time 2 day. Yields the product C(C1=CC=CC=C1)(C1=CC=CC=C1)(C1=CC=CC=C1)OCCCCCC(=O)OC (Methyl 6-trityloxy-hexanoate). Yield: 86.3%. RXN SMILES: [C:1](Cl)([C:14]1[CH:19]=[CH:18][CH:17]=[CH:16][CH:15]=1)([C:8]1[CH:13]=[CH:12][CH:11]=[CH:10][CH:9]=1)[C:2]1[CH:7]=[CH:6][CH:5]=[CH:4][CH:3]=1.[OH:21][CH2:22][CH2:23][CH2:24][CH2:25][CH2:26][C:27]([O:29][CH3:30])=[O:28]>N1C=CC=CC=1>[C:1]([O:21][CH2:22][CH2:23][CH2:24][CH2:25][CH2:26][C:27]([O:29][CH3:30])=[O:28])([C:14]1[CH:19]=[CH:18][CH:17]=[CH:16][CH:15]=1)([C:8]1[CH:13]=[CH:12][CH:11]=[CH:10][CH:9]=1)[C:2]1[CH:7]=[CH:6][CH:5]=[CH:4][CH:3]=1. Reported procedure: Trityl chloride (18.8 g, 67.4 mmol) was added to an ice cold (0° C.) stirring solution of 14a (9.9 g, 67.4 mmol) in 80 mL of pyridine. The reaction mixture was warmed to room temperature and stirred under argon for 2 days, during which time a white byproduct formed. The solvent was removed under reduced pressure, and the resulting material was redissolved in ice cold THF. The insoluble byproduct was removed by filtration, and the filtrate was dried under reduced pressure to obtain 22.6 g (86%) o...